From a dataset of the Open Reaction Database (ORD), a public repository of structured organic reaction records. describe an organic reaction: reactants, conditions, products, and yield The reactants are BrB(Br)Br, COc1cccc(CCC#N)c1, ClCCl. Product: N#CCCc1cccc(O)c1. RXN SMILES: [B:13]([Br:14])([Br:15])[Br:16].[CH3:1][O:2][c:3]1[cH:4][c:5]([CH2:9][CH2:10][C:11]#[N:12])[cH:6][cH:7][cH:8]1.[Cl:17][CH2:18][Cl:19]>>[OH:2][c:3]1[cH:4][c:5]([CH2:9][CH2:10][C:11]#[N:12])[cH:6][cH:7][cH:8]1. Reactants: COC(=O)C(NC(=O)OCc1ccccc1)C(Sc1ccccc1N)c1cc(F)ccc1F, Cc1ccc(S(=O)(=O)O)cc1. The product is O=C(NC1C(=O)Nc2ccccc2SC1c1cc(F)ccc1F)OCc1ccccc1. As a reaction SMILES: [NH2:1][c:2]1[c:3]([S:8][CH:9]([CH:10]([NH:11][C:12](=[O:13])[O:14][CH2:15][c:16]2[cH:17][cH:18][cH:19][cH:20][cH:21]2)[C:22]([O:24][CH3:23])=[O:25])[c:26]2[c:27]([F:33])[cH:28][cH:29][c:30]([F:32])[cH:31]2)[cH:4][cH:5][cH:6][cH:7]1.[c:34]1([CH3:35])[cH:36][cH:37][c:38]([S:39]([OH:40])(=[O:41])=[O:42])[cH:43][cH:44]1>>[NH:1]1[c:2]2[c:3]([cH:4][cH:5][cH:6][cH:7]2)[S:8][CH:9]([c:26]2[c:27]([F:33])[cH:28][cH:29][c:30]([F:32])[cH:31]2)[CH:10]([NH:11][C:12](=[O:13])[O:14][CH2:15][c:16]2[cH:17][cH:18][cH:19][cH:20][cH:21]2)[C:22]1=[O:24]. Yield: 33.0%. Solvent: C1CCOC1 (THF). Conditions: time 24 hour. The product is BrC1=CC=C(C=C1)[Si](OC(C)C)(OC(C)C)C (4-bromo-1-(methyldiisopropyloxysilyl)benzene). Procedure: A solution of 4-bromophenyl magnesium bromide (7.82 g, 50 mmol) in THF (100 ml) was added at 0° C. to a solution of chloromethyldiisopropyloxysilane (10 g, 48 mmol). The mixture was stirred at room temperature for 24 hours. After evaporation of the solvent, the yellow solid was extracted by 200 ml of dry pentane and filtered. The solvent was then pumped off to afford a yellow oil. Residual 1,4-dibromobenzene was sublimated under vacuum at 80° C. to give 4-bromo-1-(methyldiisopropyloxysilyl)benze... Starting materials: BrC1=CC=C(C=C1)[Mg]Br (4-bromophenyl magnesium bromide), ClC[SiH](OC(C)C)OC(C)C (chloromethyldiisopropyloxysilane), BrC1=CC=C(C=C1)Br (1,4-dibromobenzene). RXN SMILES: [Br:1][C:2]1[CH:7]=[CH:6][C:5]([Mg]Br)=[CH:4][CH:3]=1.Cl[CH2:11][SiH:12]([O:17][CH:18]([CH3:20])[CH3:19])[O:13][CH:14]([CH3:16])[CH3:15].BrC1C=CC(Br)=CC=1>C1COCC1>[Br:1][C:2]1[CH:7]=[CH:6][C:5]([Si:12]([CH3:11])([O:17][CH:18]([CH3:20])[CH3:19])[O:13][CH:14]([CH3:16])[CH3:15])=[CH:4][CH:3]=1.